The task is: describe an organic reaction: reactants, conditions, products, and yield. This data is from the Open Reaction Database (ORD), a public repository of structured organic reaction records. Reactants: N#CCBr, O=C([O-])[O-], [K+], [K+], NC(COCc1cc(C(F)(F)F)cc(C(F)(F)F)c1)c1ccccc1, CN(C)C=O. Yields the product N#CCNC(COCc1cc(C(F)(F)F)cc(C(F)(F)F)c1)c1ccccc1. Reaction SMILES: [Br:1][CH2:2][C:3]#[N:4].[C:5](=[O:6])([O-:7])[O-:8].[K+:10].[K+:9].[NH2:11][CH:12]([CH2:13][O:14][CH2:15][c:16]1[cH:17][c:18]([C:26]([F:27])([F:28])[F:29])[cH:19][c:20]([C:22]([F:23])([F:24])[F:25])[cH:21]1)[c:30]1[cH:31][cH:32][cH:33][cH:34][cH:35]1.[O:36]=[CH:37][N:38]([CH3:39])[CH3:40]>>[CH2:2]([C:3]#[N:4])[NH:11][CH:12]([CH2:13][O:14][CH2:15][c:16]1[cH:17][c:18]([C:26]([F:27])([F:28])[F:29])[cH:19][c:20]([C:22]([F:23])([F:24])[F:25])[cH:21]1)[c:30]1[cH:31][cH:32][cH:33][cH:34][cH:35]1.